Dataset: the Open Reaction Database (ORD), a public repository of structured organic reaction records. Task: describe an organic reaction: reactants, conditions, products, and yield The solvent is C1(=CC=CC=C1)C (toluene). Reaction conditions: time 3 hour. The reactants are O (water), FC1=C(C=C(C=C1)OC)C1=NC=C(C=C1CC1(CCCC1)C#N)CO (1-((2-(2-fluoro-5-methoxyphenyl)-5-(hydroxymethyl)pyridin-3-yl)methyl)cyclopentanecarbonitrile), C1(=CC=CC=C1)P(C1=CC=CC=C1)C1=CC=CC=C1 (triphenylphosphine), C(Br)(Br)(Br)Br (carbon tetrabromide). Reported procedure: To a solution of 1-((2-(2-fluoro-5-methoxyphenyl)-5-(hydroxymethyl)pyridin-3-yl)methyl)cyclopentanecarbonitrile (353 mg) and triphenylphosphine (410 mg) in toluene (10 mL) was added carbon tetrabromide (512 mg), and the mixture was stirred at room temperature for 3 hr. To the reaction mixture was added water, and the mixture was extracted with ethyl acetate. The extract was washed with saturated brine, and dried over anhydrous sodium sulfate. The solvent was evaporated under reduced pressure and... As a reaction SMILES: [F:1][C:2]1[CH:7]=[CH:6][C:5]([O:8][CH3:9])=[CH:4][C:3]=1[C:10]1[C:15]([CH2:16][C:17]2([C:22]#[N:23])[CH2:21][CH2:20][CH2:19][CH2:18]2)=[CH:14][C:13]([CH2:24]O)=[CH:12][N:11]=1.C1(P(C2C=CC=CC=2)C2C=CC=CC=2)C=CC=CC=1.C(Br)(Br)(Br)[Br:46].O>C1(C)C=CC=CC=1>[Br:46][CH2:24][C:13]1[CH:14]=[C:15]([CH2:16][C:17]2([C:22]#[N:23])[CH2:21][CH2:20][CH2:19][CH2:18]2)[C:10]([C:3]2[CH:4]=[C:5]([O:8][CH3:9])[CH:6]=[CH:7][C:2]=2[F:1])=[N:11][CH:12]=1. Yields the product BrCC=1C=C(C(=NC1)C1=C(C=CC(=C1)OC)F)CC1(CCCC1)C#N (1-((5-(bromomethyl)-2-(2-fluoro-5-methoxyphenyl)pyridin-3-yl)methyl)cyclopentanecarbonitrile). Isolated yield 81.1%. Reported procedure: 2-(5-aminomethyl-pyridin-3-yl)-6-chloro-1-methyl-1H-indole-3-carbonitrile (Example 186e) and N-propyl chloroformate are processed according to the method described in Example 190 to give [5-(6-chloro-3-cyano-1H-indol-2-yl)-pyridin-3-ylmethyl]-carbamic acid propyl ester as a solid. 1H NMR (400 MHz, MeOD) δ ppm 0.98 (t, J=7.3 Hz, 3H), 1.58-1.74 (m, 2H), 3.83 (s, 3H), 4.06 (t, J=6.6 Hz, 2H), 4.49 (s, 2H), 7.38 (dd, J=8.6, 1.77 Hz, 1H), 7.72 (d, J=8.6 Hz, 1H), 7.77 (d, J=1.5 Hz, 1H), 8.09 (t, J=2.0 ... RXN SMILES: [NH2:1][CH2:2][C:3]1[CH:4]=[C:5]([C:9]2[N:10](C)[C:11]3[C:16]([C:17]=2[C:18]#[N:19])=[CH:15][CH:14]=[C:13]([Cl:20])[CH:12]=3)[CH:6]=[N:7][CH:8]=1.[CH3:22][CH2:23][CH2:24][O:25][C:26](Cl)=[O:27]>>[CH2:24]([O:25][C:26](=[O:27])[NH:1][CH2:2][C:3]1[CH:8]=[N:7][CH:6]=[C:5]([C:9]2[NH:10][C:11]3[C:16]([C:17]=2[C:18]#[N:19])=[CH:15][CH:14]=[C:13]([Cl:20])[CH:12]=3)[CH:4]=1)[CH2:23][CH3:22]. Reactants: NCC=1C=C(C=NC1)C=1N(C2=CC(=CC=C2C1C#N)Cl)C (2-(5-aminomethyl-pyridin-3-yl)-6-chloro-1-methyl-1H-indole-3-carbonitrile), CCCOC(=O)Cl (N-propyl chloroformate). Yields the product C(CC)OC(NCC=1C=NC=C(C1)C=1NC2=CC(=CC=C2C1C#N)Cl)=O ([5-(6-chloro-3-cyano-1H-indol-2-yl)-pyridin-3-ylmethyl]-carbamic acid propyl ester). The reactants are Reduced iron, ClC1=C(OC=2C=CC(=C(C2)SC(C(=O)O)C)[N+](=O)[O-])C(=CC(=C1)C(F)(F)F)F (2-[5-(2-chloro-6-fluoro-4-trifluoromethylphenoxy)-2-nitrophenylthio]propionic acid). The solvent is C(C)(=O)O (acetic acid), C(C)(=O)O (acetic acid). Run at time 20 hour. The product is ClC1=C(OC2=CC3=C(NC(C(S3)C)=O)C=C2)C(=CC(=C1)C(F)(F)F)F (7-(2-Chloro-6-fluoro-4-trifluoromethylphenoxy)-2-methyl-2H-1,4-benzothiazine-3 (4H)-one). The yield is 67.4%. As a reaction SMILES: [Cl:1][C:2]1[CH:23]=[C:22]([C:24]([F:27])([F:26])[F:25])[CH:21]=[C:20]([F:28])[C:3]=1[O:4][C:5]1[CH:6]=[CH:7][C:8]([N+:17]([O-])=O)=[C:9]([S:11][CH:12]([CH3:16])[C:13](O)=[O:14])[CH:10]=1>C(O)(=O)C>[Cl:1][C:2]1[CH:23]=[C:22]([C:24]([F:27])([F:26])[F:25])[CH:21]=[C:20]([F:28])[C:3]=1[O:4][C:5]1[CH:6]=[CH:7][C:8]2[NH:17][C:13](=[O:14])[CH:12]([CH3:16])[S:11][C:9]=2[CH:10]=1. Reported procedure: Reduced iron (1.3 g) was suspended in acetic acid (6 ml), a solution of 2-[5-(2-chloro-6-fluoro-4-trifluoromethylphenoxy)-2-nitrophenylthio]propionic acid (1.5 g) in acetic acid (2 ml) was added to the suspension, and the mixture was vigorously stirred for 20 hr. After the completion of the reaction, the reaction mixture was filtered and concentrated in vacuo, and the residue was extracted with ethyl acetate (50 ml×2), washed with water and a saturated saline solution and dried over anhydrous ma... Procedure details: A solution of 2-(2-oxopropyl)-4H-3,1-benzoxazin-4-one (16.7 g, 82.4 mmol), 4-hydrazinopyridine hydrochloride (12.0 g, 82.4 mmol) and sodium acetate (8.10 g, 98.9 mmol) in ethanol (300 mL) was heated under reflux for 30 minutes. The solution was cooled to room temperature and concentrated under reduced pressure. The residue was poured into water and the resulting crude crystals were collected by filtration. The crystals were washed with ethanol and air dried to give the title compound (11.9 g, 49... RXN SMILES: O=[C:2]([CH3:15])[CH2:3][C:4]1[O:9][C:8](=[O:10])[C:7]2[CH:11]=[CH:12][CH:13]=[CH:14][C:6]=2[N:5]=1.Cl.[NH:17]([C:19]1[CH:24]=[CH:23][N:22]=[CH:21][CH:20]=1)[NH2:18].C([O-])(=O)C.[Na+]>C(O)C>[CH3:15][C:2]1[CH:3]=[C:4]([NH:5][C:6]2[CH:14]=[CH:13][CH:12]=[CH:11][C:7]=2[C:8]([OH:9])=[O:10])[N:17]([C:19]2[CH:24]=[CH:23][N:22]=[CH:21][CH:20]=2)[N:18]=1 |f:1.2,3.4|. Yields the product CC1=NN(C(=C1)NC1=C(C(=O)O)C=CC=C1)C1=CC=NC=C1 (2-[[3-Methyl-1-(4-pyridinyl)-1H-pyrazol-5-yl]amino]benzoic acid). Reactants: O=C(CC1=NC2=C(C(O1)=O)C=CC=C2)C (2-(2-oxopropyl)-4H-3,1-benzoxazin-4-one), Cl.N(N)C1=CC=NC=C1 (4-hydrazinopyridine hydrochloride), C(C)(=O)[O-].[Na+] (sodium acetate). Solvent: C(C)O (ethanol). Isolated yield 49.1%. Starting materials: C=CC(=O)OCC, CC(C)C(CO)NC(=O)OC(C)(C)C, C1CCOC1, CC(=O)O, [Na]. Product: CCOC(=O)CCOCC(NC(=O)OC(C)(C)C)C(C)C. RXN SMILES: [C:21]([CH:22]=[CH2:23])(=[O:24])[O:25][CH2:26][CH3:27].[C:2](=[O:3])([O:4][C:5]([CH3:6])([CH3:7])[CH3:8])[NH:9][CH:10]([CH:11]([CH3:12])[CH3:13])[CH2:14][OH:15].[CH2:16]1[O:17][CH2:18][CH2:19][CH2:20]1.[CH3:28][C:29](=[O:30])[OH:31].[Na:1]>>[C:2](=[O:3])([O:4][C:5]([CH3:6])([CH3:7])[CH3:8])[NH:9][CH:10]([CH:11]([CH3:12])[CH3:13])[CH2:14][O:15][CH2:23][CH2:22][C:21](=[O:24])[O:25][CH2:26][CH3:27]. Starting materials: c1ccc(-c2ccc3c(c2)C2CCCNC2C3)cc1, O=C(O)c1ccc2[nH]cnc2c1. Yields the product O=C(c1ccc2[nH]cnc2c1)N1CCCC2c3cc(-c4ccccc4)ccc3CC21. RXN SMILES: [c:13]1(-[c:19]2[cH:20][cH:21][c:22]3[c:30]([cH:31]2)[CH:29]2[CH:24]([CH2:23]3)[NH:25][CH2:26][CH2:27][CH2:28]2)[cH:14][cH:15][cH:16][cH:17][cH:18]1.[nH:1]1[cH:2][n:3][c:4]2[c:5]1[cH:6][cH:7][c:8]([C:10](=[O:11])[OH:12])[cH:9]2>>[nH:1]1[cH:2][n:3][c:4]2[c:5]1[cH:6][cH:7][c:8]([C:10](=[O:12])[N:25]1[CH:24]3[CH2:23][c:22]4[cH:21][cH:20][c:19](-[c:13]5[cH:14][cH:15][cH:16][cH:17][cH:18]5)[cH:31][c:30]4[CH:29]3[CH2:28][CH2:27][CH2:26]1)[cH:9]2. Starting materials: CC(C)(C)O, C=CCCCCCCCn1c(=O)c2c(ncn2C)n(C)c1=O, C[N+]1([O-])CCOCC1, CC(C)=O, [Na+], [Na+], O=[Os](=O)(=O)=O, O, O=S([O-])S(=O)[O-]. Yields the product Cn1cnc2c1c(=O)n(CCCCCCCC(O)CO)c(=O)n2C. Reaction SMILES: [C:40]([OH:41])([CH3:42])([CH3:43])[CH3:44].[CH2:1]([CH2:2][CH2:3][CH2:4][CH2:5][CH2:6][CH2:7][CH:8]=[CH2:9])[n:10]1[c:11](=[O:12])[n:13]([CH3:22])[c:14]2[n:15][cH:16][n:17]([CH3:21])[c:18]2[c:19]1=[O:20].[CH3:23][N+:24]1([O-:25])[CH2:26][CH2:28][O:27][CH2:29][CH2:30]1.[CH3:45][C:46](=[O:47])[CH3:48].[Na+:38].[Na+:39].[O:49]=[Os:50](=[O:51])(=[O:52])=[O:53].[OH2:31].[S:32]([S:33]([O-:34])=[O:35])([O-:36])=[O:37]>>[CH2:1]([CH2:2][CH2:3][CH2:4][CH2:5][CH2:6][CH2:7][CH:8]([CH2:9][OH:27])[OH:31])[n:10]1[c:11](=[O:12])[n:13]([CH3:22])[c:14]2[n:15][cH:16][n:17]([CH3:21])[c:18]2[c:19]1=[O:20].